Dataset: the Open Reaction Database (ORD), a public repository of structured organic reaction records. Task: describe an organic reaction: reactants, conditions, products, and yield The reactants are BrC1=C(C=CC=C1)C(CC(=O)OCC)C (ethyl 3-(2-bromophenyl)-3-methylpropionate), C(C)O (ethanol), [OH-].[K+] (potassium hydroxide). Run in O (water). Reaction conditions: time 8 hour. The product is BrC1=C(C=CC=C1)C(CC(=O)O)C (3-(2-bromophenyl)-3-methylpropionic acid). The yield is 105.5%. As a reaction SMILES: [Br:1][C:2]1[CH:7]=[CH:6][CH:5]=[CH:4][C:3]=1[CH:8]([CH3:15])[CH2:9][C:10]([O:12]CC)=[O:11].C(O)C.[OH-].[K+]>O>[Br:1][C:2]1[CH:7]=[CH:6][CH:5]=[CH:4][C:3]=1[CH:8]([CH3:15])[CH2:9][C:10]([OH:12])=[O:11] |f:2.3|. Reported procedure: To a solution of ethyl 3-(2-bromophenyl)-3-methylpropionate (28.04 g, 109.1 mmole) in the mixture of ethanol (200 ml) and water (100 ml) was added potassium hydroxide (12.2 g, 218.2 mmole). The solution was heated under reflux for 5 hours, left standing overnight as it was, the solvent was removed to about half of its original amount, and dilute hydrochloric acid was added to the concentrate. To this mixture was added dichloromethane followed by an aqueous ammonium chloride solution, the layers ... Starting materials: CSCCCNC(=O)C1=C(C2=C(N=CN=C2NC=2C(=NC=CC2)OC2CCOCC2)S1)C (5-methyl-4-[2-(tetrahydro-pyran-4-yloxy)-pyridin-3-ylamino]-thieno[2,3-d]pyrimidine-6-carboxylic acid (3-methylsulfanyl-propyl)-amide), ClC1=CC(=CC=C1)C(=O)OO (3-chloro-perbenzoic acid). The solvent is ClCCl (dichloromethane). Yields the product CS(=O)CCCNC(=O)C1=C(C2=C(N=CN=C2NC=2C(=NC=CC2)OC2CCOCC2)S1)C (5-Methyl-4-[2-(tetrahydro-pyran-4-yloxy)-pyridin-3-ylamino]-thieno[2,3-d]pyrimidine-6-carboxylic acid (3-methanesulfinyl-propyl)-amide). Reaction SMILES: [CH3:1][S:2][CH2:3][CH2:4][CH2:5][NH:6][C:7]([C:9]1[S:31][C:12]2[N:13]=[CH:14][N:15]=[C:16]([NH:17][C:18]3[C:19]([O:24][CH:25]4[CH2:30][CH2:29][O:28][CH2:27][CH2:26]4)=[N:20][CH:21]=[CH:22][CH:23]=3)[C:11]=2[C:10]=1[CH3:32])=[O:8].ClC1C=CC=C(C(OO)=[O:41])C=1>ClCCl>[CH3:1][S:2]([CH2:3][CH2:4][CH2:5][NH:6][C:7]([C:9]1[S:31][C:12]2[N:13]=[CH:14][N:15]=[C:16]([NH:17][C:18]3[C:19]([O:24][CH:25]4[CH2:26][CH2:27][O:28][CH2:29][CH2:30]4)=[N:20][CH:21]=[CH:22][CH:23]=3)[C:11]=2[C:10]=1[CH3:32])=[O:8])=[O:41]. Reported procedure: A mixture of 100 mg (0.21 mmol) 5-methyl-4-[2-(tetrahydro-pyran-4-yloxy)-pyridin-3-ylamino]-thieno[2,3-d]pyrimidine-6-carboxylic acid (3-methylsulfanyl-propyl)-amide, 52 mg (0.21 mmol) 3-chloro-perbenzoic acid and 5 ml dichloromethane was stirred at room temperature over night. Then the mixture was extracted with water. The organic phase was dried over magnesium sulfate. After filtration the filtrate was evaporated. DMF was added to the residue. The precipitate was isolated by filtration. Reactants: [Br-].[Br-].[Br-].[NH+]1=CC=CC=C1.[NH+]1=CC=CC=C1.[NH+]1=CC=CC=C1 (Pyridinium tribromide), N1C=CC2=C(C=CC=C12)C=1C=CC(=NC1)N (5-(1H-indol-4-yl)-pyridin-2-ylamine), O (water). Reagents/catalysts: [Zn] (zinc). The solvent is CC(C)(C)O (2-methyl-2-propanol), C(C)O (ethanol), C(C)(=O)O (acetic acid), C(C)(=O)O (acetic acid). Reaction conditions: time 2 hour. The product is NC1=CC=C(C=N1)C1=C2CC(NC2=CC=C1)=O (4-(6-amino-pyridin-3-yl)-1,3-dihydroindol-2-one). Isolated yield 97.0%. RXN SMILES: [Br-].[Br-].[Br-].[NH+]1C=CC=CC=1.[NH+]1C=CC=CC=1.[NH+]1C=CC=CC=1.[NH:22]1[C:30]2[C:25](=[C:26]([C:31]3[CH:32]=[CH:33][C:34]([NH2:37])=[N:35][CH:36]=3)[CH:27]=[CH:28][CH:29]=2)[CH:24]=[CH:23]1.[OH2:38]>CC(O)(C)C.C(O)C.C(O)(=O)C.[Zn]>[NH2:37][C:34]1[N:35]=[CH:36][C:31]([C:26]2[CH:27]=[CH:28][CH:29]=[C:30]3[C:25]=2[CH2:24][C:23](=[O:38])[NH:22]3)=[CH:32][CH:33]=1 |f:0.1.2.3.4.5|. Procedure: Pyridinium tribromide (90% (Aldrich), 3.7 g, 10.32 mmol) was added portion-wise over 10 minutes to a suspension of 5-(1H-indol-4-yl)-pyridin-2-ylamine (720 mg, 3.44 mmol) in 2-methyl-2-propanol (25 mL), ethanol (15 mL) and acetic acid (9 mL). The mixture was stirred at room temperature for 2 hours and then acetic acid (36 mL), water (1 mL) and zinc dust (3.2 g, 56.1 mmol) were added. Stirring was continued for 1.5 hours. Residual zinc dust was filtered and washed with methanol. The filtrate was ... The reactants are BrC1=CC(=C(CN2N=CC3=CC(=CC=C23)C=C2C(N=C(S2)N2CCN(CC2)CCO)=O)C=C1)C(F)(F)F (5-[1-(4-bromo-2-trifluoromethyl-benzyl)-1H-indazol-5-ylmethylene]-2-[4-(2-hydroxy-ethyl)-piperazin-1-yl]-thiazol-4-one), C1(CC1)B(O)O (cyclopropyl boronic acid). Product: C1(CC1)C1=CC(=C(CN2N=CC3=CC(=CC=C23)C=C2C(N=C(S2)N2CCN(CC2)CCO)=O)C=C1)C(F)(F)F (5-[1-(4-Cyclopropyl-2-trifluoromethyl-benzyl)-1H-indazol-5-ylmethylene]-2-[4-(2-hydroxy-ethyl)piperazin-1-yl]-thiazol-4-one). As a reaction SMILES: Br[C:2]1[CH:33]=[CH:32][C:5]([CH2:6][N:7]2[C:15]3[C:10](=[CH:11][C:12]([CH:16]=[C:17]4[S:21][C:20]([N:22]5[CH2:27][CH2:26][N:25]([CH2:28][CH2:29][OH:30])[CH2:24][CH2:23]5)=[N:19][C:18]4=[O:31])=[CH:13][CH:14]=3)[CH:9]=[N:8]2)=[C:4]([C:34]([F:37])([F:36])[F:35])[CH:3]=1.[CH:38]1(B(O)O)[CH2:40][CH2:39]1>>[CH:38]1([C:2]2[CH:33]=[CH:32][C:5]([CH2:6][N:7]3[C:15]4[C:10](=[CH:11][C:12]([CH:16]=[C:17]5[S:21][C:20]([N:22]6[CH2:23][CH2:24][N:25]([CH2:28][CH2:29][OH:30])[CH2:26][CH2:27]6)=[N:19][C:18]5=[O:31])=[CH:13][CH:14]=4)[CH:9]=[N:8]3)=[C:4]([C:34]([F:35])([F:37])[F:36])[CH:3]=2)[CH2:40][CH2:39]1. Reported procedure: 5-[1-(4-Cyclopropyl-2-trifluoromethyl-benzyl)-1H-indazol-5-ylmethylene]-2-[4-(2-hydroxy-ethyl)piperazin-1-yl]-thiazol-4-one was prepared from 5-[1-(4-bromo-2-trifluoromethyl-benzyl)-1H-indazol-5-ylmethylene]-2-[4-(2-hydroxy-ethyl)-piperazin-1-yl]-thiazol-4-one and cyclopropyl boronic acid following General Procedure F.